describe an organic reaction: reactants, conditions, products, and yield From a dataset of the Open Reaction Database (ORD), a public repository of structured organic reaction records. Starting materials: CO (methanol), Cl (HCl), COC(=O)C1=CN=C(S1)N1CCN(CC1)S(=O)(=O)C1=CC=C(C=C1)F (2-[4-(4-fluoro-benzene-sulfonyl)-piperazin-1-yl]-thiazole-5-carboxylic acid methyl ester), Cl.NO (hydroxylamine hydrochloride), C[O-].[Na+] (sodium methoxide). Run in O1CCOCC1 (1,4-dioxane). Conditions: time 2 hour. Yields the product ONC(=O)C1=CN=C(S1)N1CCN(CC1)S(=O)(=O)C1=CC=C(C=C1)F (2-[4-(4-fluoro-benzenesulfonyl)-piperazin-1-yl]-thiazole-5-carboxylic acid hydroxyamide). Reaction SMILES: C[O:2][C:3]([C:5]1[S:9][C:8]([N:10]2[CH2:15][CH2:14][N:13]([S:16]([C:19]3[CH:24]=[CH:23][C:22]([F:25])=[CH:21][CH:20]=3)(=[O:18])=[O:17])[CH2:12][CH2:11]2)=[N:7][CH:6]=1)=O.Cl.[NH2:27][OH:28].C[O-].[Na+].CO.Cl>O1CCOCC1>[OH:28][NH:27][C:3]([C:5]1[S:9][C:8]([N:10]2[CH2:15][CH2:14][N:13]([S:16]([C:19]3[CH:24]=[CH:23][C:22]([F:25])=[CH:21][CH:20]=3)(=[O:18])=[O:17])[CH2:12][CH2:11]2)=[N:7][CH:6]=1)=[O:2] |f:1.2,3.4|. Procedure details: To a solution of compound (12m) (125 mg, 0.320 mmol) in 1,4-dioxane (2 mL) were added hydroxylamine hydrochloride (225 mg, 3.20 mmol) and a freshly prepared solution of sodium methoxide in methanol (110 mg, 4.80 mmol of sodium dissolved in 1 mL of methanol) under a N2 atmosphere. The reaction mixture was stirred at room temperature for 2 h (progress of the reaction was monitored by TLC analysis). The reaction mixture was acidified to pH˜6 with 1M HCl and the formed precipitates were filtered off... Reactants: FC1=C(C=CC(=C1)[Si](C)(C)C)NC=1C(=C2N(C(C1C)=O)CCO2)[N+](=O)[O-] (7-(2-fluoro-4-trimethylsilanyl-phenylamino)-6-methyl-8-nitro-2,3-dihydro-oxazolo[3,2-a]pyridin-5-one), ICl (iodine monochloride). The reagents and catalysts are F[B-](F)(F)F.[Ag+] (silver tetrafluoroborate). The solvent is C(Cl)Cl (DCM), C(Cl)Cl (DCM). Conditions: temperature -50 celsius, time 1 hour. The product is FC1=C(C=CC(=C1)I)NC=1C(=C2N(C(C1C)=O)CCO2)[N+](=O)[O-] (7-(2-Fluoro-4-iodo-phenylamino)-6-methyl-8-nitro-2,3-dihydro-oxazolo[3,2-a]pyridin-5-one). Isolated yield 70.0%. RXN SMILES: [F:1][C:2]1[CH:7]=[C:6]([Si](C)(C)C)[CH:5]=[CH:4][C:3]=1[NH:12][C:13]1[C:14]([N+:24]([O-:26])=[O:25])=[C:15]2[O:23][CH2:22][CH2:21][N:16]2[C:17](=[O:20])[C:18]=1[CH3:19].[I:27]Cl>C(Cl)Cl.F[B-](F)(F)F.[Ag+]>[F:1][C:2]1[CH:7]=[C:6]([I:27])[CH:5]=[CH:4][C:3]=1[NH:12][C:13]1[C:14]([N+:24]([O-:26])=[O:25])=[C:15]2[O:23][CH2:22][CH2:21][N:16]2[C:17](=[O:20])[C:18]=1[CH3:19] |f:3.4|. Procedure details: A stirred solution of 7-(2-fluoro-4-trimethylsilanyl-phenylamino)-6-methyl-8-nitro-2,3-dihydro-oxazolo[3,2-a]pyridin-5-one (0.25 g, 0.66 mmol) in dry DCM (10 mL) and iodine monochloride (0.8 mL) were added to silver tetrafluoroborate (0.4 g, 2.05 mmol) in DCM (10 mL) previously degassed with nitrogen for 30 minutes at −50° C. The resulting mixture was stirred at −50° C. for 1 hour. The reaction was monitored by TLC (50% ethylacetate in hexane). This was followed by the addition of 20 mL of sodiu...